From a dataset of the Open Reaction Database (ORD), a public repository of structured organic reaction records. describe an organic reaction: reactants, conditions, products, and yield As a reaction SMILES: [NH2:1][C@@:2]12[C@H:19]3[C@@H:10]([C@:11]4([CH3:21])[C@H:16]([CH2:17][CH2:18]3)[CH2:15][C@@H:14]([OH:20])[CH2:13][CH2:12]4)[CH2:9][CH2:8][C@:6]1([CH3:7])[C@@H:5]([C:22]([O:24][CH3:25])=[O:23])[CH2:4][CH2:3]2.[C:26](N1C=CN=C1)(N1C=CN=C1)=[O:27].[C:38]1([C@@H:44]([CH2:46][OH:47])[NH2:45])[CH:43]=[CH:42][CH:41]=[CH:40][CH:39]=1.C(Cl)[Cl:49]>>[ClH:49].[NH2:1][C@@:2]12[C@H:19]3[C@@H:10]([C@:11]4([CH3:21])[C@H:16]([CH2:17][CH2:18]3)[CH2:15][C@@H:14]([O:20][C:26]([NH:45][CH:44]([C:38]3[CH:43]=[CH:42][CH:41]=[CH:40][CH:39]=3)[CH2:46][OH:47])=[O:27])[CH2:13][CH2:12]4)[CH2:9][CH2:8][C@:6]1([CH3:7])[C@@H:5]([C:22]([O:24][CH3:25])=[O:23])[CH2:4][CH2:3]2 |f:4.5|. Reported procedure: To a solution of 1.4 g (0.004 mole) of (3β,5β,14β,17β)-14-Amino-3-hydroxyandrostane-17-carboxylic Acid, Methyl Ester, prepared according to the procedure described in U.S. Pat. No. 4,885,280, incorporated by reference herein, in 50 ml of CH2Cl2 under N2 and stirring, is added 0.72 g (0.0044 mole) of 1,1'-carbonyldiimidazole. After 2 days 2.74 g (0.02 mole) of S-2-phenylglycinol is dissolved in a minimum amount of CH2Cl2 and is added to the reaction mixture. The reaction mixture is heated at refl... The product is (3β(S),5β,14β,17β)-14-Amino-3-[[[(2-hydroxy-1-phenylethyl)amino]carbonyl]oxy]androstane-17-carboxylic Acid, Methyl Ester Hydrochloride, Cl.N[C@]12CC[C@@H]([C@@]1(C)CC[C@@H]1[C@]3(CC[C@@H](C[C@H]3CC[C@@H]21)OC(=O)NC(CO)C2=CC=CC=C2)C)C(=O)OC ((3β,5β,14β,17β)-14-Amino-3-[[[(2-hydroxy-1-phenylethyl)amino]carbonyl]oxy]androstane-17-carboxylic Acid, Methyl Ester Hydrochloride). The reactants are S-2-phenylglycinol, C(Cl)Cl (CH2Cl2), C1(=CC=CC=C1)[C@H](N)CO ((S)-2-phenylglycinol), N[C@]12CC[C@@H]([C@@]1(C)CC[C@@H]1[C@]3(CC[C@@H](C[C@H]3CC[C@@H]21)O)C)C(=O)OC ((3β,5β,14β,17β)-14-Amino-3-hydroxyandrostane-17-carboxylic Acid, Methyl Ester), C(=O)(N1C=NC=C1)N1C=NC=C1 (1,1'-carbonyldiimidazole), C(Cl)Cl (CH2Cl2). Reactants: O=C([O-])O, O=C1C=C(O)C(=O)c2ccc(Cl)cc21, [Na+], O, OO. Product: O=C1C(O)=C(O)C(=O)c2cc(Cl)ccc21. Reaction SMILES: [C:15]([O-:16])(=[O:17])[OH:18].[Cl:1][c:2]1[cH:3][c:4]2[c:9]([cH:10][cH:11]1)[C:8](=[O:12])[C:7]([OH:13])=[CH:6][C:5]2=[O:14].[Na+:19].[OH2:22].[OH:20][OH:21]>>[Cl:1][c:2]1[cH:3][c:4]2[c:9]([cH:10][cH:11]1)[C:8](=[O:12])[C:7]([OH:13])=[C:6]([OH:16])[C:5]2=[O:14].